Dataset: the Open Reaction Database (ORD), a public repository of structured organic reaction records. Task: describe an organic reaction: reactants, conditions, products, and yield Reactants: Cl.NC(C(=O)N1C(CN(CC1)C(C(=O)NC)CC1=CC2=CC=CC=C2C=C1)CC)CC1=CC=C(C=C1)Cl (2-{4-[2-Amino-3-(4-chlorophenyl)-propionyl]-3-ethyl-piperazin-1-yl}-N-methyl-3-naphthalen-2-yl-propioamide HCl), C(=O)(OC(C)(C)C)N1[C@H](C(=O)O)CCC1 (Boc-L-proline), CN(CCCN=C=NCC)C (1-(3-dimethylamino-propyl)-3-ethylcarbodiimide), ON1N=NC2=C1C=CC=C2 (1-hydroxybenzotriazole), CN1CCOCC1 (N-methylmorpholine). Solvent: CN(C)C=O (DMF), O (water), CCOC(=O)C (EtOAc). Conditions: temperature 0 celsius. Product: C(C)(C)(C)OC(=O)N1C(CCC1)C(N(CC(=O)N1C(CN(CC1)C(CC1=CC2=CC=CC=C2C=C1)C(NC)=O)CC)CC1=CC=C(C=C1)Cl)=O (2-[2-[2-ethyl-4-(1-methylcarbamoyl-2-naphthalen-2-yl-ethyl)piperazin-1-yl]-(4-chlorobenzyl)-2-oxo-ethylcarbamoyl]-pyrrolidine-1-carboxylic acid tert-butyl ester). As a reaction SMILES: [ClH:1].[NH2:2][CH:3](CC1C=CC(Cl)=CC=1)[C:4]([N:6]1[CH2:11][CH2:10][N:9]([CH:12]([CH2:17][C:18]2[CH:27]=[CH:26][C:25]3[C:20](=[CH:21][CH:22]=[CH:23][CH:24]=3)[CH:19]=2)[C:13]([NH:15][CH3:16])=[O:14])[CH2:8][CH:7]1[CH2:28][CH3:29])=[O:5].[C:38]([N:45]1[CH2:52][CH2:51][CH2:50][C@H:46]1[C:47]([OH:49])=O)([O:40][C:41]([CH3:44])([CH3:43])[CH3:42])=[O:39].[CH3:53]N(C)CCCN=C=NCC.ON1[C:69]2[CH:70]=[CH:71][CH:72]=[CH:73][C:68]=2N=N1.CN1CCOCC1>CN(C=O)C.O.CCOC(C)=O>[C:41]([O:40][C:38]([N:45]1[CH2:52][CH2:51][CH2:50][CH:46]1[C:47](=[O:49])[N:2]([CH2:53][C:68]1[CH:73]=[CH:72][C:71]([Cl:1])=[CH:70][CH:69]=1)[CH2:3][C:4]([N:6]1[CH2:11][CH2:10][N:9]([CH:12]([C:13](=[O:14])[NH:15][CH3:16])[CH2:17][C:18]2[CH:27]=[CH:26][C:25]3[C:20](=[CH:21][CH:22]=[CH:23][CH:24]=3)[CH:19]=2)[CH2:8][CH:7]1[CH2:28][CH3:29])=[O:5])=[O:39])([CH3:42])([CH3:43])[CH3:44] |f:0.1|. Reported procedure: 2-{4-[2-Amino-3-(4-chlorophenyl)-propionyl]-3-ethyl-piperazin-1-yl}-N-methyl-3-naphthalen-2-yl-propioamide HCl, 45, (0.5 g, 0.7 mmol) and Boc-L-proline (0.17 g, 0.78 mmol), 1-(3-dimethylamino-propyl)-3-ethylcarbodiimide (0.19 g, 1.4 mmol) and 1-hydroxybenzotriazole (0.16 g, 0.86 mmol) are dissolved in anhydrous DMF (2.5 mL). The reaction mixture is cooled to 0° C., then N-methylmorpholine (0.6 mL, 5.3 mmol) is added. This reaction mixture is placed in a refrigerator overnight. EtOAc (25 mL) and ... The reactants are S(=O)=O (sulfur dioxide), O (water), N(=O)[O-].[Na+] (Sodium nitrite), [N+](=O)([O-])C1=CC(=C(C=C1)N)C(F)(F)F (4-nitro-2-trifluoromethyl-phenylamine), Cl (HCl), ice water. The reagents and catalysts are [Cu](Cl)Cl (copper (II) chloride). Run in C(C)(=O)O (acetic acid), C(C)(=O)O (acetic acid). Conditions: time 15 minute. Product: [N+](=O)([O-])C1=CC(=C(C=C1)S(=O)(=O)Cl)C(F)(F)F (4-Nitro-2-trifluoromethyl-benzenesulfonyl chloride). The yield is 71.0%. As a reaction SMILES: N([O-])=O.[Na+].[N+:5]([C:8]1[CH:13]=[CH:12][C:11](N)=[C:10]([C:15]([F:18])([F:17])[F:16])[CH:9]=1)([O-:7])=[O:6].[S:19](=[O:21])=[O:20].O.[ClH:23]>C(O)(=O)C.[Cu](Cl)Cl>[N+:5]([C:8]1[CH:13]=[CH:12][C:11]([S:19]([Cl:23])(=[O:21])=[O:20])=[C:10]([C:15]([F:18])([F:17])[F:16])[CH:9]=1)([O-:7])=[O:6] |f:0.1|. Reported procedure: Sodium nitrite (1.8 g, 26 mmol) was added portion wise to a stirred solution of 4-nitro-2-trifluoromethyl-phenylamine (5.0 g, 24 mmol) in acetic acid (37 ml) and HCl (concentrated, 7.5 ml) while maintaining the temperature below 15° C. This solution was then added drop wise to a stirred solution of saturated sulfur dioxide, copper (II) chloride (0.6 g, 4.5 mmol) and water (7.5 ml) in acetic acid (24 ml) at 5° C. The reaction mixture was allowed to warm to room temperature and poured over ice wat... Starting materials: C(C)(C)(C)[Li] (tert-butyllithium), CCCCCC (Hexane), C(C)C(CC)C=1C=2N(N=C(C1)C)C(=C(N2)C)I (8-(1-ethyl-propyl)-3-iodo-2,6-dimethyl-imidazo[1,2-b]pyridazine), B(OC)(OC)OC (trimethyl borate). Solvent: hexanes, CC(OCC)=O (EA), C1CCOC1 (THF). Run at temperature -78 celsius, time 1 hour. Yields the product C(C)C(CC)C=1C=2N(N=C(C1)C)C(=C(N2)C)B(O)O (8-(1-Ethyl-propyl)-2,6-dimethyl-imidazo[1,2-b]pyridazine-3-yl boronic acid). As a reaction SMILES: [CH2:1]([CH:3]([C:6]1[C:7]2[N:8]([C:13](I)=[C:14]([CH3:16])[N:15]=2)[N:9]=[C:10]([CH3:12])[CH:11]=1)[CH2:4][CH3:5])[CH3:2].C([Li])(C)(C)C.[B:23](OC)([O:26]C)[O:24]C.CCCCCC>C1COCC1.CC(=O)OCC>[CH2:1]([CH:3]([C:6]1[C:7]2[N:8]([C:13]([B:23]([OH:26])[OH:24])=[C:14]([CH3:16])[N:15]=2)[N:9]=[C:10]([CH3:12])[CH:11]=1)[CH2:4][CH3:5])[CH3:2]. Procedure: In an oven dried nitrogen purged 3 neck 50 mL round bottom flask, 1.00 g (2.91 mmol) of 8-(1-ethyl-propyl)-3-iodo-2,6-dimethyl-imidazo[1,2-b]pyridazine in 60 mL of dry THF is cooled to −78° C. 4.12 mL (7.00 mmol) of 1.7 M tert-butyllithium in hexanes is added and reaction is stirred at −78° C. for 1 hour. 0.818 mL (7.30 mmol) of trimethyl borate is added and reaction is followed by MS and TLC (1:1 Hexane:EA) Indication of product is observed by mass spectrum. The reaction is allowed to stir for ...